This data is from the Open Reaction Database (ORD), a public repository of structured organic reaction records. The task is: describe an organic reaction: reactants, conditions, products, and yield Reactants: CC(=O)c1ccc(O)cc1, CC(=O)Cl, CCN(C(C)C)C(C)C, ClCCl. Product: CC(=O)Oc1ccc(C(C)=O)cc1. Reaction SMILES: [CH3:1][C:2](=[O:3])[c:4]1[cH:5][cH:6][c:7]([OH:8])[cH:9][cH:10]1.[CH3:20][C:21]([Cl:22])=[O:23].[CH:11]([N:12]([CH:13]([CH3:14])[CH3:15])[CH2:16][CH3:17])([CH3:18])[CH3:19].[Cl:24][CH2:25][Cl:26]>>[CH3:1][C:2](=[O:3])[c:4]1[cH:5][cH:6][c:7]([O:8][C:21]([CH3:20])=[O:23])[cH:9][cH:10]1. Starting materials: [Br-], CC(=O)OCC1OC(Br)C(Cl)C1OC(C)=O, CC[N+](CC)(CC)CC, CC#N, [N-]=[N+]=[N-], [Na+]. Product: CC(=O)OCC1OC(N)C(Cl)C1OC(C)=O. RXN SMILES: [Br-:24].[C:1]([CH3:2])(=[O:3])[O:4][CH:5]1[CH:6]([Cl:16])[CH:7]([Br:15])[O:8][CH:9]1[CH2:10][O:11][C:12]([CH3:13])=[O:14].[CH2:25]([N+:26]([CH2:27][CH3:28])([CH2:29][CH3:30])[CH2:31][CH3:32])[CH3:33].[CH3:21][C:22]#[N:23].[N-:18]=[N+:19]=[N-:20].[Na+:17]>>[C:1]([CH3:2])(=[O:3])[O:4][CH:5]1[CH:6]([Cl:16])[CH:7]([NH2:18])[O:8][CH:9]1[CH2:10][O:11][C:12]([CH3:13])=[O:14]. Starting materials: CC1=CC=C(C(=N1)N)C(F)(F)F (6-Methyl-3-(trifluoromethyl)pyridin-2-amine), C([O-])(O)=O.[Na+] (sodium bicarbonate), Cl (HCl), OO (hydrogen peroxide), O (Water). Run at time 20 minute. Yields the product ClC=1C=C(C(=NC1C)N)C(F)(F)F (5-Chloro-6-methyl-3-(trifluoromethyl)pyridin-2-amine). Isolated yield 99.2%. Reaction SMILES: [CH3:1][C:2]1[N:7]=[C:6]([NH2:8])[C:5]([C:9]([F:12])([F:11])[F:10])=[CH:4][CH:3]=1.OO.O.C(=O)(O)[O-].[Na+].[ClH:21]>>[Cl:21][C:3]1[CH:4]=[C:5]([C:9]([F:12])([F:10])[F:11])[C:6]([NH2:8])=[N:7][C:2]=1[CH3:1] |f:3.4|. Reported procedure: 6-Methyl-3-(trifluoromethyl)pyridin-2-amine (59 mg, 335 μmol, Eq: 1.00) was suspended in 37% HCl aq (4.13 ml) and 35% hydrogen peroxide aq (488 mg, 440 μl, 5.02 mmol, Eq: 15) was added dropwise. The mixture was stirred for 20 min. Water (50 ml) was added. The mixture was alkalized by addition of sodium bicarbonate and extracted with dichloromethane. The combined organic layers were dried over sodium sulfate and concentrated to an oil. The product (70 mg, 99.2%) was obtained as a light yellow sol... Starting materials: ClC1=CC2=C(NC(O2)=O)C=C1 (6-chlorobenzoxazolin-2-one), ClC=1C=CC2=C(NC(O2)=O)C1 (5-chlorobenzoxazolin-2-one). Product: ClC=1OC2=C(N1)C=C(C=C2)Cl (2,5-dichlorobenzoxazole). Reaction SMILES: [Cl:1]C1C=CC2NC(=O)OC=2C=1.[Cl:12][C:13]1[CH:14]=[CH:15][C:16]2[O:20][C:19](=O)[NH:18][C:17]=2[CH:22]=1>>[Cl:1][C:19]1[O:20][C:16]2[CH:15]=[CH:14][C:13]([Cl:12])=[CH:22][C:17]=2[N:18]=1. Procedure details: If the process is carried out as in Example 1, but, instead of 6-chlorobenzoxazolin-2-one, the same amount of 5-chlorobenzoxazolin-2-one is used, then about 130 g, corresponding to 69% of theory, of 2,5-dichlorobenzoxazole, melting point 46°-48° C., are obtained. Reactants: O=C([O-])O, C=CC(C)=O, CCCC[N+](CCCC)(CCCC)CCCC, [Cl-], Clc1cc(Cl)c(I)c(Cl)c1, [Na+], CC(=O)[O-], CC(=O)[O-], CN(C)C=O, [Pd+2]. Product: CC(=O)C=Cc1c(Cl)cc(Cl)cc1Cl. As a reaction SMILES: [C:16](=[O:17])([O-:18])[OH:19].[CH3:1][C:2](=[O:3])[CH:4]=[CH2:5].[CH3:22][CH2:23][CH2:24][CH2:25][N+:26]([CH2:27][CH2:28][CH2:29][CH3:30])([CH2:31][CH2:32][CH2:33][CH3:34])[CH2:35][CH2:36][CH2:37][CH3:38].[Cl-:21].[Cl:6][c:7]1[c:8]([I:15])[c:9]([Cl:14])[cH:10][c:11]([Cl:13])[cH:12]1.[Na+:20].[O-:45][C:46]([CH3:47])=[O:48].[O-:49][C:50]([CH3:51])=[O:52].[O:39]=[CH:40][N:41]([CH3:42])[CH3:43].[Pd+2:44]>>[CH3:1][C:2](=[O:3])[CH:4]=[CH:5][c:8]1[c:7]([Cl:6])[cH:12][c:11]([Cl:13])[cH:10][c:9]1[Cl:14]. The product is CCCCCCCCCCCCCCCCOCC(COP(=O)([O-])OCCc1[nH+]ccs1)Oc1cc(-c2ccccc2)on1. RXN SMILES: [CH3:46][c:47]1[cH:48][cH:49][cH:50][cH:51][cH:52]1.[P:1](=[O:2])([O:3][CH2:4][CH:5]([CH2:6][O:7][CH2:8][CH2:9][CH2:10][CH2:11][CH2:12][CH2:13][CH2:14][CH2:15][CH2:16][CH2:17][CH2:18][CH2:19][CH2:20][CH2:21][CH2:22][CH3:23])[O:24][c:25]1[n:26][o:27][c:28](-[c:30]2[cH:31][cH:32][cH:33][cH:34][cH:35]2)[cH:29]1)([O:36][CH2:37][CH2:38][Br:39])[O-:40].[cH:41]1[cH:42][s:43][cH:44][n:45]1>>[P:1](=[O:2])([O:3][CH2:4][CH:5]([CH2:6][O:7][CH2:8][CH2:9][CH2:10][CH2:11][CH2:12][CH2:13][CH2:14][CH2:15][CH2:16][CH2:17][CH2:18][CH2:19][CH2:20][CH2:21][CH2:22][CH3:23])[O:24][c:25]1[n:26][o:27][c:28](-[c:30]2[cH:31][cH:32][cH:33][cH:34][cH:35]2)[cH:29]1)([O:36][CH2:37][CH2:38][c:44]1[s:43][cH:42][cH:41][nH+:45]1)[O-:40]. The reactants are Cc1ccccc1, CCCCCCCCCCCCCCCCOCC(COP(=O)([O-])OCCBr)Oc1cc(-c2ccccc2)on1, c1cscn1. Reaction SMILES: [NH:1]1[CH:5]=[N:4][CH:3]=[N:2]1.Cl[C:7]1[N:8]=[C:9]([NH:20][CH2:21][C:22]2[CH:27]=[CH:26][C:25]([Cl:28])=[C:24]([Cl:29])[CH:23]=2)[C:10]2[CH:15]=[C:14]([C:16]([F:19])([F:18])[F:17])[S:13][C:11]=2[N:12]=1>>[N:1]1([C:7]2[N:8]=[C:9]([NH:20][CH2:21][C:22]3[CH:27]=[CH:26][C:25]([Cl:28])=[C:24]([Cl:29])[CH:23]=3)[C:10]3[CH:15]=[C:14]([C:16]([F:18])([F:19])[F:17])[S:13][C:11]=3[N:12]=2)[CH:5]=[N:4][CH:3]=[N:2]1. Product: N1(N=CN=C1)C=1N=C(C2=C(N1)SC(=C2)C(F)(F)F)NCC2=CC(=C(C=C2)Cl)Cl (2-(1,2,4-triazol-1-yl)-6-trifluoromethyl-4-(3,4-dichlorobenzylamino)-thieno-[2,3-d]-pyrimidine). Reactants: N1N=CN=C1 (1,2,4-triazole), ClC=1N=C(C2=C(N1)SC(=C2)C(F)(F)F)NCC2=CC(=C(C=C2)Cl)Cl (2-chloro-6-trifluoromethyl-4-(3,4-dichlorobenzylamino)-thieno-[2,3-d]-pyrimidine). Procedure: Following the procedure of Example 97, the reaction of 1,2,4-triazole with 2-chloro-6-trifluoromethyl-4-(3,4-dichlorobenzylamino)-thieno-[2,3-d]-pyrimidine gives 2-(1,2,4-triazol-1-yl)-6-trifluoromethyl-4-(3,4-dichlorobenzylamino)-thieno-[2,3-d]-pyrimidine. Starting materials: CCCOc1ccccc1Nc1ncc(C(=O)OCC)c(=O)[nH]1, CC(=O)O, [Na+], [OH-], O. Product: CCCOc1ccccc1Nc1ncc(C(=O)O)c(=O)[nH]1. RXN SMILES: [CH2:1]([CH2:2][CH3:3])[O:4][c:5]1[c:6]([NH:7][c:8]2[nH:9][c:10](=[O:19])[c:11]([C:14](=[O:15])[O:16][CH2:17][CH3:18])[cH:12][n:13]2)[cH:20][cH:21][cH:22][cH:23]1.[CH3:27][C:28](=[O:29])[OH:30].[Na+:25].[OH-:24].[OH2:26]>>[CH2:1]([CH2:2][CH3:3])[O:4][c:5]1[c:6]([NH:7][c:8]2[nH:9][c:10](=[O:19])[c:11]([C:14](=[O:15])[OH:16])[cH:12][n:13]2)[cH:20][cH:21][cH:22][cH:23]1. Starting materials: COc1ccc(C(F)(F)F)cc1NC(=O)C(C)(C)C, O=C=O, C1CCOC1, Cc1ccccc1, [Li]CCCC, O. Yields the product COc1ccc(C(F)(F)F)c(C(=O)O)c1NC(=O)C(C)(C)C. As a reaction SMILES: [C:1]([C:2]([CH3:3])([CH3:4])[CH3:5])(=[O:6])[NH:7][c:8]1[c:9]([O:18][CH3:19])[cH:10][cH:11][c:12]([C:14]([F:15])([F:16])[F:17])[cH:13]1.[C:32](=[O:33])=[O:34].[CH2:35]1[O:36][CH2:37][CH2:38][CH2:39]1.[CH3:20][c:21]1[cH:22][cH:23][cH:24][cH:25][cH:26]1.[CH3:27][CH2:28][CH2:29][CH2:30][Li:31].[OH2:40]>>[C:1]([C:2]([CH3:3])([CH3:4])[CH3:5])(=[O:6])[NH:7][c:8]1[c:9]([O:18][CH3:19])[cH:10][cH:11][c:12]([C:14]([F:15])([F:16])[F:17])[c:13]1[C:32](=[O:33])[OH:34].